From a dataset of the Open Reaction Database (ORD), a public repository of structured organic reaction records. describe an organic reaction: reactants, conditions, products, and yield Starting materials: C1COCCN1, C=CCOC(=O)C(CC(C)C)C(OCc1ccccc1)C(=O)OC, C1CCOC1, c1ccc(P(c2ccccc2)(c2ccccc2)[Pd](P(c2ccccc2)(c2ccccc2)c2ccccc2)(P(c2ccccc2)(c2ccccc2)c2ccccc2)P(c2ccccc2)(c2ccccc2)c2ccccc2)cc1. Yields the product COC(=O)C(OCc1ccccc1)C(CC(C)C)C(=O)O. As a reaction SMILES: [CH2:1]1[NH:2][CH2:3][CH2:4][O:5][CH2:6]1.[CH2:7]([CH:8]=[CH2:9])[O:10][C:11](=[O:12])[CH:13]([CH:14]([C:15](=[O:16])[O:17][CH3:18])[O:19][CH2:20][c:21]1[cH:22][cH:23][cH:24][cH:25][cH:26]1)[CH2:27][CH:28]([CH3:29])[CH3:30].[O:31]1[CH2:32][CH2:33][CH2:34][CH2:35]1.[cH:36]1[cH:37][cH:38][c:39]([P:40]([Pd:41]([P:42]([c:43]2[cH:44][cH:45][cH:46][cH:47][cH:48]2)([c:49]2[cH:50][cH:51][cH:52][cH:53][cH:54]2)[c:55]2[cH:56][cH:57][cH:58][cH:59][cH:60]2)([P:61]([c:62]2[cH:63][cH:64][cH:65][cH:66][cH:67]2)([c:68]2[cH:69][cH:70][cH:71][cH:72][cH:73]2)[c:74]2[cH:75][cH:76][cH:77][cH:78][cH:79]2)[P:80]([c:81]2[cH:82][cH:83][cH:84][cH:85][cH:86]2)([c:87]2[cH:88][cH:89][cH:90][cH:91][cH:92]2)[c:93]2[cH:94][cH:95][cH:96][cH:97][cH:98]2)([c:99]2[cH:100][cH:101][cH:102][cH:103][cH:104]2)[c:105]2[cH:106][cH:107][cH:108][cH:109][cH:110]2)[cH:111][cH:112]1>>[O:10]=[C:11]([OH:12])[CH:13]([CH:14]([C:15](=[O:16])[O:17][CH3:18])[O:19][CH2:20][c:21]1[cH:22][cH:23][cH:24][cH:25][cH:26]1)[CH2:27][CH:28]([CH3:29])[CH3:30]. Reactants: NC1=CC(=NN1C)CC (5-Amino-3-ethyl-1-methyl pyrazole), C(C)(=O)N1C=NC(C1)=O (1-acetyl-2-imidazolinone). Yields the product C(C)(=O)N1C(=NCC1)NC1=CC(=NN1C)CC (1-acetyl -2-(3-ethyl-1-methyl-5-pyrazolyl) amino-2-imidazoline). Reaction SMILES: [NH2:1][C:2]1[N:6]([CH3:7])[N:5]=[C:4]([CH2:8][CH3:9])[CH:3]=1.[C:10]([N:13]1[CH2:17][C:16](=O)[N:15]=[CH:14]1)(=[O:12])[CH3:11]>>[C:10]([N:13]1[CH2:17][CH2:16][N:15]=[C:14]1[NH:1][C:2]1[N:6]([CH3:7])[N:5]=[C:4]([CH2:8][CH3:9])[CH:3]=1)(=[O:12])[CH3:11]. Procedure: 5-Amino-3-ethyl-1-methyl pyrazole (British Pat. No. 863,060) (35.2 g.) and 1-acetyl-2-imidazolinone (43.2 g.) were reacted as described in Example I to give 1-acetyl -2-(3-ethyl-1-methyl-5-pyrazolyl) amino-2-imidazoline which was de-acetylated without purification by the method of Example II giving 39.3 g. product. mp 160°-162° Reactants: CN=C(C1=CC=C(C=C1)Cl)Cl (N-Methyl 4-chlorobenzimidoyl chloride), CC=1C=C(NC1)CC(=O)OCC (ethyl 4-methyl-1H-pyrrole-2-acetate), alcohol, ClS(=O)(=O)O (chlorosulfonic acid), N1C=CC=C1 (pyrrole), Cl(=O)(=O)(=O)O (perchloric acid). The solvent is CCOCC (ether). Reaction conditions: time 8 hour. The product is ClC1=CC=C(C=C1)C(C1=C(C=C(N1)CC(=O)O)C)=NC (5-[(4-chlorophenyl)(methylimino)methyl]-4-methyl-1H-pyrrole-2-acetic acid). The yield is 12.8%. RXN SMILES: [CH3:1][N:2]=[C:3](Cl)[C:4]1[CH:9]=[CH:8][C:7]([Cl:10])=[CH:6][CH:5]=1.ClS(O)(=O)=O.[CH3:17][C:18]1[CH:19]=[C:20]([CH2:23][C:24]([O:26]CC)=[O:25])[NH:21][CH:22]=1.N1C=CC=C1.Cl(O)(=O)(=O)=O>CCOCC>[Cl:10][C:7]1[CH:8]=[CH:9][C:4]([C:3](=[N:2][CH3:1])[C:22]2[NH:21][C:20]([CH2:23][C:24]([OH:26])=[O:25])=[CH:19][C:18]=2[CH3:17])=[CH:5][CH:6]=1. Reported procedure: N-Methyl 4-chlorobenzimidoyl chloride (2.37 g, 12.6 mmole) was placed in a dry 50 ml round bottom flask and treated with alcohol free chloroform and chlorosulfonic acid (0.15 g, 1.3 mmole). The reaction was placed under a nitrogen atmosphere and stirred at room temperature while ethyl 4-methyl-1H-pyrrole-2-acetate (2.11 g, 12.6 mmole) was added dropwise over a five-minute period. Upon addition of the pyrrole, the reaction mixture turned dark brown and the reaction temperature rose. The reaction ... Reactants: CC(C)c1nc(Cl)cc(-c2ccc(F)c(Cl)c2)n1, FC(F)(F)c1cccnc1N1CCNCC1, [K+], [K+], O=C([O-])[O-], O. The product is CC(C)c1nc(-c2ccc(F)c(Cl)c2)cc(N2CCN(c3ncccc3C(F)(F)F)CC2)n1. Reaction SMILES: [Cl:1][c:2]1[n:3][c:4]([CH:16]([CH3:17])[CH3:18])[n:5][c:6](-[c:8]2[cH:9][c:10]([Cl:15])[c:11]([F:14])[cH:12][cH:13]2)[cH:7]1.[F:19][C:20]([c:21]1[c:22]([N:27]2[CH2:28][CH2:29][NH:30][CH2:31][CH2:32]2)[n:23][cH:24][cH:25][cH:26]1)([F:33])[F:34].[K+:35].[K+:36].[O-:37][C:38]([O-:39])=[O:40].[OH2:41]>>[c:2]1([N:30]2[CH2:29][CH2:28][N:27]([c:22]3[c:21]([C:20]([F:19])([F:33])[F:34])[cH:26][cH:25][cH:24][n:23]3)[CH2:32][CH2:31]2)[n:3][c:4]([CH:16]([CH3:17])[CH3:18])[n:5][c:6](-[c:8]2[cH:9][c:10]([Cl:15])[c:11]([F:14])[cH:12][cH:13]2)[cH:7]1. Reactants: COC([C@H]1N(CCC1)C(CNC(=O)OC(C)(C)C)=O)=O (N-t-Butyloxycarbonyl-glycyl-L-proline methylester), O1CCOCC1.Cl (hydrogen chloride dioxan). Conditions: time 1 hour. Yields the product Cl.COC([C@H]1N(CCC1)C(CN)=O)=O (glycyl-L-proline methylester hydrochloride). Isolated yield 99.0%. Reaction SMILES: [CH3:1][O:2][C:3](=[O:20])[C@@H:4]1[CH2:8][CH2:7][CH2:6][N:5]1[C:9](=[O:19])[CH2:10][NH:11]C(OC(C)(C)C)=O.O1CCOCC1.[ClH:27]>>[ClH:27].[CH3:1][O:2][C:3](=[O:20])[C@@H:4]1[CH2:8][CH2:7][CH2:6][N:5]1[C:9](=[O:19])[CH2:10][NH2:11] |f:1.2,3.4|. Reported procedure: N-t-Butyloxycarbonyl-glycyl-L-proline methylester (21.3 g, 74.4 m mole) and 4N hydrogen chloride dioxan solution (150 ml) were mixed, and shaked to dissolve the solid material. It was stirred for 1 hour at room temperature. The solvent was well-distilled off under reduced pressure to obtain the solid glycyl-L-proline methylester hydrochloride (16.4 g, 73.9 m mole, yield: 99%). The product was very hygroscopic and gave a single spot with Rf =0.45 by silica gel thin layer chromatography (developin... Reactants: N1C(=CC2=CC=CC=C12)C(=O)N[C@H]1[C@@H](SC2=C(N(C1=O)CC(=O)O)C=CC=C2)C2=CC=CC=C2 (trans-3-(2-indolecarboxamido)-4-oxo-2-phenyl-2,3,4,5-tetrahydro-1,5-benzothiazepine-5-acetic acid), C1(=CC=CC=C1)CCN (2-phenylethylamine), C(CCC)N(CCCC)CCCC (tri-n-butylamine), [I-].ClC1=[N+](C=CC=C1)C (2-chloro-N-methylpyridinium iodide). Solvent: ClCCl (dichloromethane), C(Cl)(Cl)Cl (chloroform). Yields the product N1C(=CC2=CC=CC=C12)C(=O)N[C@H]1[C@@H](SC2=C(N(C1=O)CC(=O)NCCC1=CC=CC=C1)C=CC=C2)C2=CC=CC=C2 (trans-3-(2-indolecarboxamido)-4-oxo-2-phenyl-N-(2-phenylethyl)-2,3,4,5-tetrahydro 1,5-benzothiazepine-5-acetamide). RXN SMILES: N1C2C(=CC=CC=2)C=C1[C:10]([NH:12][C@@H:13]1[C:19](=[O:20])[N:18]([CH2:21][C:22]([OH:24])=O)[C:17]2[CH:25]=[CH:26][CH:27]=[CH:28][C:16]=2[S:15][C@H:14]1[C:29]1[CH:34]=[CH:33][CH:32]=[CH:31][CH:30]=1)=[O:11].[C:35]1([CH2:41][CH2:42][NH2:43])[CH:40]=[CH:39][CH:38]=[CH:37][CH:36]=1.C([N:48]([CH2:53][CH2:54][CH2:55][CH3:56])CCCC)CCC.[I-].ClC1[CH:64]=[CH:63][CH:62]=[CH:61][N+]=1C>C(Cl)(Cl)Cl.ClCCl>[NH:43]1[C:40]2[C:35](=[CH:36][CH:37]=[CH:38][CH:39]=2)[CH:41]=[C:42]1[C:10]([NH:12][C@@H:13]1[C:19](=[O:20])[N:18]([CH2:21][C:22]([NH:48][CH2:53][CH2:54][C:55]2[CH:56]=[CH:64][CH:63]=[CH:62][CH:61]=2)=[O:24])[C:17]2[CH:25]=[CH:26][CH:27]=[CH:28][C:16]=2[S:15][C@H:14]1[C:29]1[CH:30]=[CH:31][CH:32]=[CH:33][CH:34]=1)=[O:11] |f:3.4|. Procedure details: While a mixture of 2 g of trans-3-(2-indolecarboxamido)-4-oxo-2-phenyl-2,3,4,5-tetrahydro-1,5-benzothiazepine-5-acetic acid, 20 ml of dichloromethane and 0.2 g of 2-phenylethylamine and tri-n-butylamine is stirred at room temperature, 1.2 g of 2-chloro-N-methylpyridinium iodide is added to the mixture. The mixture is stirred at room temperature for 18 hours. After chloroform is added to the reaction mixture, the mixture is washed with a 5% aqueous solution of hydrochloric acid, a saturated aqueo...